Dataset: the Open Reaction Database (ORD), a public repository of structured organic reaction records. Task: describe an organic reaction: reactants, conditions, products, and yield The reactants are O=C(O)Cc1ccccc1Br, CO, O=S(=O)(O)O. The product is COC(=O)Cc1ccccc1Br. Reaction SMILES: [Br:1][c:2]1[c:3]([CH2:8][C:9](=[O:10])[OH:11])[cH:4][cH:5][cH:6][cH:7]1.[CH3:17][OH:18].[S:12](=[O:13])(=[O:14])([OH:15])[OH:16]>>[Br:1][c:2]1[c:3]([CH2:8][C:9](=[O:10])[O:11][CH3:17])[cH:4][cH:5][cH:6][cH:7]1. Reactants: COC1=C(CC2C(=O)OCC2CC2=CC(=C(C=C2)OC)OC)C=CC(=C1OC)OC (2-(2,3,4-trimethoxybenzyl)-3-(3,4-dimethoxybenzyl)-4-butanolide), hydrated ruthenium oxide, B(F)(F)F.CCOCC (boron trifluoride etherate), FC(C(=O)O)(F)F (trifluoro acetic acid), FC(C(=O)OC(C(F)(F)F)=O)(F)F (trifluoro acetic anhydride), C(=O)(O)[O-].[Na+] (NaHCO3). Solvent: ClCCl (dichloromethane), ClCCl (dichloromethane). The product is COC=1C=C2C(=CC1OC)C=3C=C(C(=C(C3C[C@@H]4[C@@H](C2)COC4=O)OC)OC)OC (neoisostegane). The yield is 98.0%. Reaction SMILES: FC(F)(F)C(O)=O.FC(F)(F)C(OC(=O)C(F)(F)F)=O.[CH3:21][O:22][C:23]1[C:46]([O:47][CH3:48])=[C:45]([O:49][CH3:50])[CH:44]=[CH:43][C:24]=1[CH2:25][CH:26]1[CH:31]([CH2:32][C:33]2[CH:38]=[CH:37][C:36]([O:39][CH3:40])=[C:35]([O:41][CH3:42])[CH:34]=2)[CH2:30][O:29][C:27]1=[O:28].B(F)(F)F.CCOCC.C([O-])(O)=O.[Na+]>ClCCl>[CH3:42][O:41][C:35]1[CH:34]=[C:33]2[CH2:32][C@H:31]3[CH2:30][O:29][C:27](=[O:28])[C@@H:26]3[CH2:25][C:24]3[C:23]([O:22][CH3:21])=[C:46]([O:47][CH3:48])[C:45]([O:49][CH3:50])=[CH:44][C:43]=3[C:38]2=[CH:37][C:36]=1[O:39][CH3:40] |f:3.4,5.6|. Procedure details: 192 mg (1.44 mmole) of hydrated ruthenium oxide (soluble form) suspended in 12 ml of dichloromethane are placed in a 100 ml three-necked flask equipped with a magnetic stirrer, which is swept with argon. 1.5 ml (19 mmoles) of trifluoro acetic acid and 0.8 ml (5.7 mmoles) of trifluoro acetic anhydride are added at ambient temperature. 100 mg (0.24 mmole) of 2-(2,3,4-trimethoxybenzyl)-3-(3,4-dimethoxybenzyl)-4-butanolide dissolved in 8 ml of anhydrous dichloromethane, immediately followed by boron... The reactants are COC1=NC(=NC(=N1)NC1CCNCC1)NCCO (2-[4-methoxy-6-(piperidin-4-ylamino)-[1,3,5]triazin-2-ylamino]-ethanol), Cl (HCl), C(C)(C)(C)OC(=O)N1CCC(CC1)NC1=NC(=NC(=N1)NCCO)OC (4-[4-(2-hydroxy-ethylamino)-6-methoxy-[1,3,5]triazin-2-ylamino]-piperidine-1-carboxylic acid tert-butyl ester), C(C)(C)(C)OC(=O)N1CCC(CC1)NC1=NC(=NC(=N1)Cl)OC (4-(4-chloro-6-methoxy-[1,3,5]triazin-2-ylamino)-piperidine-1-carboxylic acid tert-butyl ester), N1CCSCC1 (thiomorpholine), C(C)N(C(C)C)C(C)C (N-ethyl diisopropylamine). Run in O1CCOCC1 (dioxane), CO (methanol), C(C)#N (acetonitrile). Product: COC1=NC(=NC(=N1)N1CCSCC1)NC1CCNCC1 ((4-Methoxy-6-thiomorpholin-4-yl-[1,3,5]triazin-2-yl)-piperidin-4-yl-amine). Reaction SMILES: C(OC([N:8]1[CH2:13][CH2:12][CH:11]([NH:14][C:15]2[N:20]=[C:19]([NH:21][CH2:22][CH2:23]O)[N:18]=[C:17]([O:25][CH3:26])[N:16]=2)[CH2:10][CH2:9]1)=O)(C)(C)C.C(OC(N1CCC(NC2N=C(Cl)N=C(OC)N=2)CC1)=O)(C)(C)C.N1CC[S:53][CH2:52][CH2:51]1.C(N(C(C)C)C(C)C)C.Cl.COC1N=C(NC2CCNCC2)N=C(NCCO)N=1>C(#N)C.O1CCOCC1.CO>[CH3:26][O:25][C:17]1[N:18]=[C:19]([N:21]2[CH2:22][CH2:23][S:53][CH2:52][CH2:51]2)[N:20]=[C:15]([NH:14][CH:11]2[CH2:10][CH2:9][NH:8][CH2:13][CH2:12]2)[N:16]=1. Procedure details: The compound was prepared in analogy to the synthesis of 4-[4-(2-hydroxy-ethylamino)-6-methoxy-[1,3,5]triazin-2-ylamino]-piperidine-1-carboxylic acid tert-butyl ester (intermediate C26/step 2) from 4-(4-chloro-6-methoxy-[1,3,5]triazin-2-ylamino)-piperidine-1-carboxylic acid tert-butyl ester (intermediate C26/step 1) and thiomorpholine and N-ethyl diisopropylamine in acetonitrile at 50° C., followed by BOC cleavage with 4 M HCl in dioxane and methanol at rt in analogy to the procedure described f... The reactants are BrC=1C(N(C2=NC=CC=C2C1O)C1=CC=CC=C1)=O (3-bromo-4-hydroxy-1-phenyl-1,8-naphthyridin-2(1H)-one), CN1CCCC1 (N-methyl pyrrolidine), CH3CN(40). Solvent: N1=CC=CC=C1 (pyridine). Reaction conditions: time 33 hour. Yields the product [OH-].OC1=C(C(N(C2=NC=CC=C12)C1=CC=CC=C1)=O)[N+]1(CCCC1)C (1-(1,2-dihydro-4-hydroxy-1-phenyl-2-oxo-1,8-naphthyridin-3-yl)-1-methyl-pyrrolidinium hydroxide). Reaction SMILES: Br[C:2]1[C:3](=[O:19])[N:4]([C:13]2[CH:18]=[CH:17][CH:16]=[CH:15][CH:14]=2)[C:5]2[C:10]([C:11]=1[OH:12])=[CH:9][CH:8]=[CH:7][N:6]=2.[CH3:20][N:21]1[CH2:25][CH2:24][CH2:23][CH2:22]1>N1C=CC=CC=1>[OH-:12].[OH:12][C:11]1[C:10]2[C:5](=[N:6][CH:7]=[CH:8][CH:9]=2)[N:4]([C:13]2[CH:18]=[CH:17][CH:16]=[CH:15][CH:14]=2)[C:3](=[O:19])[C:2]=1[N+:21]1([CH3:20])[CH2:25][CH2:24][CH2:23][CH2:22]1 |f:3.4|. Reported procedure: In dry pyridine (30 mL), 3-bromo-4-hydroxy-1-phenyl-1,8-naphthyridin-2(1H)-one (10 g) was suspended. N-methyl pyrrolidine (20 mL) was added to the suspension. The mixture was heated to 95°-100° C. with stirring, and was kept there for about 33 hours. The product was evaporated under high vacuum to provide a dark oil. This oil was slurried with 200 mL of CH3CN(40): H2O(60): CH3CO2H(1) and filtered. The solid residue on the filter was rinsed with water and the filtrate was evaporated to remove mos... Starting materials: O=C(Cl)N1CCOCC1, O=C(Nc1cc(C(F)(F)F)cc(C(F)(F)F)c1)c1cc2ccccc2cc1O. The product is O=C(Nc1cc(C(F)(F)F)cc(C(F)(F)F)c1)c1cc2ccccc2cc1OC(=O)N1CCOCC1. RXN SMILES: [O:29]1[CH2:30][CH2:31][N:32]([C:35](=[O:36])[Cl:37])[CH2:33][CH2:34]1.[OH:1][c:2]1[c:3]([C:12](=[O:13])[NH:14][c:15]2[cH:16][c:17]([C:25]([F:26])([F:27])[F:28])[cH:18][c:19]([C:21]([F:22])([F:23])[F:24])[cH:20]2)[cH:4][c:5]2[cH:6][cH:7][cH:8][cH:9][c:10]2[cH:11]1>>[O:1]([c:2]1[c:3]([C:12](=[O:13])[NH:14][c:15]2[cH:16][c:17]([C:25]([F:26])([F:27])[F:28])[cH:18][c:19]([C:21]([F:22])([F:23])[F:24])[cH:20]2)[cH:4][c:5]2[cH:6][cH:7][cH:8][cH:9][c:10]2[cH:11]1)[C:35]([N:32]1[CH2:31][CH2:30][O:29][CH2:34][CH2:33]1)=[O:36]. Starting materials: O=C1CCC(=O)N1Cl, Cl, COC(=O)C(CCC(F)(F)C(F)(F)F)S(=O)(=O)CCC(F)(F)F, [H-], [Na+], C1CCOC1. Product: COC(=O)C(Cl)(CCC(F)(F)C(F)(F)F)S(=O)(=O)CCC(F)(F)F. RXN SMILES: [Cl:26][N:27]1[C:28](=[O:29])[CH2:30][CH2:31][C:32]1=[O:33].[ClH:34].[F:1][C:2]([CH2:3][CH2:4][CH:5]([C:6](=[O:7])[O:8][CH3:9])[S:10](=[O:11])(=[O:12])[CH2:13][CH2:14][C:15]([F:16])([F:17])[F:18])([C:19]([F:20])([F:21])[F:22])[F:23].[H-:24].[Na+:25].[O:35]1[CH2:36][CH2:37][CH2:38][CH2:39]1>>[F:1][C:2]([CH2:3][CH2:4][C:5]([C:6](=[O:7])[O:8][CH3:9])([S:10](=[O:11])(=[O:12])[CH2:13][CH2:14][C:15]([F:16])([F:17])[F:18])[Cl:26])([C:19]([F:20])([F:21])[F:22])[F:23]. The reactants are C(C)(C)(C)OC(=O)N1C(C(N(CC1)C1=CC(=CC=C1)Cl)=O)C(O)C1=CN=CN1CC1=CC=C(C=C1)C#N ((±)-4-(tert-butoxycarbonyl)-1-(3-chloropheny)-3-[1-(1-(4-cyanobenzyl)-5-imidazolyl)-1-(hydroxy)methyl]-2-piperazinone), FC(C(=O)O)(F)F (trifluoroacetic acid). Run in ClCCl (dichloromethane). Reaction conditions: time 6 hour. The product is Cl.ClC=1C=C(C=CC1)N1C(C(NCC1)C(O)C1=CN=CN1CC1=CC=C(C=C1)C#N)=O ((±)-1-(3-chloropheny)-3-[1-(1-(4-cyanobenzyl)-5-imidazolyl)-1-(hydroxy)methyl ]2-piperazinone hydrochloride). Reaction SMILES: C(OC([N:8]1[CH2:13][CH2:12][N:11]([C:14]2[CH:19]=[CH:18][CH:17]=[C:16]([Cl:20])[CH:15]=2)[C:10](=[O:21])[CH:9]1[CH:22]([C:24]1[N:28]([CH2:29][C:30]2[CH:35]=[CH:34][C:33]([C:36]#[N:37])=[CH:32][CH:31]=2)[CH:27]=[N:26][CH:25]=1)[OH:23])=O)(C)(C)C.FC(F)(F)C(O)=O>ClCCl>[ClH:20].[Cl:20][C:16]1[CH:15]=[C:14]([N:11]2[CH2:12][CH2:13][NH:8][CH:9]([CH:22]([C:24]3[N:28]([CH2:29][C:30]4[CH:31]=[CH:32][C:33]([C:36]#[N:37])=[CH:34][CH:35]=4)[CH:27]=[N:26][CH:25]=3)[OH:23])[C:10]2=[O:21])[CH:19]=[CH:18][CH:17]=1 |f:3.4|. Reported procedure: To a solution of the piperazinone from Step J (60 mg, 0.115 mmol) in 2 mL of dichloromethane at 0 ° C. was added trifluoroacetic acid (1.0 mL), and the reaction was allowed to warm to room temperature. After 6 hours, the solution was concentrated in vacuo, taken up in CH2Cl2, washed with dilute aq. NaHCO3 soln., dried (Na2SO4), filtered, and concentrated in vacuo to provide the crude product. After conversion to the HCl salt, the product was isolated (62 mg) as a 9:1 mixture of diastereomers. FA...